This data is from the Open Reaction Database (ORD), a public repository of structured organic reaction records. The task is: describe an organic reaction: reactants, conditions, products, and yield The reactants are [Br-], CC(C)(C)c1ccc(C=O)c(Br)c1, [Li]CCCC, C1CCOC1, C[P+](c1ccccc1)(c1ccccc1)c1ccccc1. Yields the product C=Cc1ccc(C(C)(C)C)cc1Br. As a reaction SMILES: [Br-:19].[Br:6][c:7]1[c:8]([CH:9]=[O:10])[cH:11][cH:12][c:13]([C:15]([CH3:16])([CH3:17])[CH3:18])[cH:14]1.[CH2:1]([Li:2])[CH2:3][CH2:4][CH3:5].[CH2:40]1[O:41][CH2:42][CH2:43][CH2:44]1.[CH3:20][P+:21]([c:22]1[cH:23][cH:24][cH:25][cH:26][cH:27]1)([c:28]1[cH:29][cH:30][cH:31][cH:32][cH:33]1)[c:34]1[cH:35][cH:36][cH:37][cH:38][cH:39]1>>[CH2:1]=[CH:9][c:8]1[c:7]([Br:6])[cH:14][c:13]([C:15]([CH3:16])([CH3:17])[CH3:18])[cH:12][cH:11]1.